Dataset: the Open Reaction Database (ORD), a public repository of structured organic reaction records. Task: describe an organic reaction: reactants, conditions, products, and yield The reactants are C(=O)([O-])[O-].[K+].[K+] (K2CO3), CS(=O)(=O)C1=NC(=CC(=N1)OC)C (2-methanesulfonyl-4-methoxy-6-methylpyrimidine), OC(C(OCC(C(=O)OC)(C)C)(C1=CC=CC=C1)C1=CC=CC=C1)C(=O)OC (methyl 3-(2-hydroxy-2-methoxycarbonyl-1,1-di-phenylethoxy)-2,2-dimethylpropionate). The solvent is O (H2O), CN(C)C=O (DMF). Reaction conditions: temperature 80 celsius, time 2 hour. Product: COC(=O)C(C(OCC(C(=O)OC)(C)C)(C1=CC=CC=C1)C1=CC=CC=C1)OC1=NC(=CC(=N1)OC)C (Methyl 3-[2-Methoxycarbonyl-2-(4-methoxy-6-methyl-2-pyrimidinyloxy)-1,1-diphenylethoxy]-2,2-dimethylpropionate). Yield: 89.6%. Reaction SMILES: [OH:1][CH:2]([C:25]([O:27][CH3:28])=[O:26])[C:3]([C:19]1[CH:24]=[CH:23][CH:22]=[CH:21][CH:20]=1)([C:13]1[CH:18]=[CH:17][CH:16]=[CH:15][CH:14]=1)[O:4][CH2:5][C:6]([CH3:12])([CH3:11])[C:7]([O:9][CH3:10])=[O:8].C([O-])([O-])=O.[K+].[K+].CS([C:39]1[N:44]=[C:43]([O:45][CH3:46])[CH:42]=[C:41]([CH3:47])[N:40]=1)(=O)=O>CN(C=O)C.O>[CH3:28][O:27][C:25]([CH:2]([O:1][C:39]1[N:44]=[C:43]([O:45][CH3:46])[CH:42]=[C:41]([CH3:47])[N:40]=1)[C:3]([C:13]1[CH:18]=[CH:17][CH:16]=[CH:15][CH:14]=1)([C:19]1[CH:20]=[CH:21][CH:22]=[CH:23][CH:24]=1)[O:4][CH2:5][C:6]([CH3:12])([CH3:11])[C:7]([O:9][CH3:10])=[O:8])=[O:26] |f:1.2.3|. Reported procedure: 10 g (25.9 mmol) of methyl 3-(2-hydroxy-2-methoxycarbonyl-1,1-di-phenylethoxy)-2,2-dimethylpropionate were dissolved in 40 ml of DMF under N2, 1.78 g (13 mmol) of K2CO3 and 5.2 g (25.9 mmol) of 2-methanesulfonyl-4-methoxy-6-methylpyrimidine were added, and the mixture was stirred at 80° C. for 2 h. It was subsequently diluted with 40 ml of H2O and extracted twice with 30 ml of diethyl ether, the organic phase was dried over MgSO4 and concentrated, and the residue was purified by chromatography o... The reactants are C(C(=O)O)(=O)O (oxalic acid), O1[C@@H](C1)COC1=C2C=CNC2=CC=C1 ((S)-(+)-4-(oxiranylmethoxy)-1H-indole), N1=C(C=CC=C1)N1CCNCC1 (1-(2-pyridyl)piperazine), CO (methanol). Run in C(C)(=O)OCC (ethyl acetate), C(C)(=O)OCC (ethyl acetate). The product is C(C(=O)O)(=O)O.N1C=CC2=C(C=CC=C12)OC[C@H](CN1CCN(CC1)C1=NC=CC=C1)O ((2S)-(-)-1-(4-indolyloxy)-3-(4-(2-pyridyl)piperazin-1-yl)-2-propanol ethanedioate). Reaction SMILES: [O:1]1[CH2:3][C@H:2]1[CH2:4][O:5][C:6]1[CH:14]=[CH:13][CH:12]=[C:11]2[C:7]=1[CH:8]=[CH:9][NH:10]2.[N:15]1[CH:20]=[CH:19][CH:18]=[CH:17][C:16]=1[N:21]1[CH2:26][CH2:25][NH:24][CH2:23][CH2:22]1.[C:27]([OH:32])(=[O:31])[C:28]([OH:30])=[O:29].CO>C(OCC)(=O)C>[C:27]([OH:32])(=[O:31])[C:28]([OH:30])=[O:29].[NH:10]1[C:11]2[C:7](=[C:6]([O:5][CH2:4][C@@H:2]([OH:1])[CH2:3][N:24]3[CH2:25][CH2:26][N:21]([C:16]4[CH:17]=[CH:18][CH:19]=[CH:20][N:15]=4)[CH2:22][CH2:23]3)[CH:14]=[CH:13][CH:12]=2)[CH:8]=[CH:9]1 |f:5.6|. Procedure details: The title compound was prepared in similar fashion from (S)-(+)-4-(oxiranylmethoxy)-1H-indole and 1-(2-pyridyl)piperazine. The resulting free base was dissolved in ethyl acetate, and precipitated with one equivalent of oxalic acid in ethyl acetate in 90% overall yield. FDMS m/e=352 (M+ of free base). α[D]589 =-31.14 (c=0.86, methanol). Yields the product COC(=O)c1cccc(O)c1C. Starting materials: O=C([O-])O, CO, [Na+], Cc1c(O)cccc1C(=O)O, O=S(=O)(O)O. As a reaction SMILES: [C:17](=[O:18])([OH:19])[O-:20].[CH3:22][OH:23].[Na+:21].[OH:1][c:2]1[c:3]([CH3:11])[c:4]([C:5](=[O:6])[OH:7])[cH:8][cH:9][cH:10]1.[S:12](=[O:13])(=[O:14])([OH:15])[OH:16]>>[OH:1][c:2]1[c:3]([CH3:11])[c:4]([C:5](=[O:6])[O:7][CH3:17])[cH:8][cH:9][cH:10]1. The reagents and catalysts are C=1C=CC(=CC1)[P](C=2C=CC=CC2)(C=3C=CC=CC3)[Pd]([P](C=4C=CC=CC4)(C=5C=CC=CC5)C=6C=CC=CC6)([P](C=7C=CC=CC7)(C=8C=CC=CC8)C=9C=CC=CC9)[P](C=1C=CC=CC1)(C=1C=CC=CC1)C=1C=CC=CC1 (Pd(PPh3)4). The solvent is O1CCOCC1 (dioxane), C(C)(=O)OCC (ethyl acetate). RXN SMILES: [CH3:1][O:2][C:3]1[C:8](B2OC(C)(C)C(C)(C)O2)=[CH:7][CH:6]=[CH:5][N:4]=1.[C:18]([O:22][C@@H:23]([C:29]1[C:44]([CH3:45])=[CH:43][C:32]2[N:33]=[C:34]([C:36]3[CH:41]=[CH:40][N:39]=[C:38](Cl)[CH:37]=3)[S:35][C:31]=2[C:30]=1[C:46]1[CH:51]=[CH:50][C:49]([Cl:52])=[CH:48][CH:47]=1)[C:24]([O:26][CH2:27][CH3:28])=[O:25])([CH3:21])([CH3:20])[CH3:19].C(=O)([O-])[O-].[K+].[K+]>O1CCOCC1.C(OCC)(=O)C.C1C=CC([P]([Pd]([P](C2C=CC=CC=2)(C2C=CC=CC=2)C2C=CC=CC=2)([P](C2C=CC=CC=2)(C2C=CC=CC=2)C2C=CC=CC=2)[P](C2C=CC=CC=2)(C2C=CC=CC=2)C2C=CC=CC=2)(C2C=CC=CC=2)C2C=CC=CC=2)=CC=1>[C:18]([O:22][C@@H:23]([C:29]1[C:44]([CH3:45])=[CH:43][C:32]2[N:33]=[C:34]([C:36]3[CH:41]=[CH:40][N:39]=[C:38]([C:8]4[C:3]([O:2][CH3:1])=[N:4][CH:5]=[CH:6][CH:7]=4)[CH:37]=3)[S:35][C:31]=2[C:30]=1[C:46]1[CH:47]=[CH:48][C:49]([Cl:52])=[CH:50][CH:51]=1)[C:24]([O:26][CH2:27][CH3:28])=[O:25])([CH3:19])([CH3:20])[CH3:21] |f:2.3.4,^1:74,76,95,114|. Conditions: temperature 100 celsius. Procedure details: A mixture of 2-methoxy-3-(4,4,5,5-tetramethyl-1,3,2-dioxaborolan-2-yl)pyridine (13 mg, 0.0878 mmol), (S)-ethyl 2-tert-butoxy-2-(7-(4-chlorophenyl)-2-(2-chloropyridin-4-yl)-5-methylbenzo[d]thiazol-6-yl)acetate (31 mg, 0585 mmol) and 2M potassium carbonate solution (88 μL, 0.178 mmol) in dioxane (0.5 mL) was sparged with nitrogen for 10 minutes. Pd(PPh3)4 (6.9 mg, 0.0059 mmol) was added and reaction mixture was heated in microwave at 100° C. for 1 h . Reaction mixture was diluted with ethyl acetat... Yields the product C(C)(C)(C)O[C@H](C(=O)OCC)C1=C(C2=C(N=C(S2)C2=CC(=NC=C2)C=2C(=NC=CC2)OC)C=C1C)C1=CC=C(C=C1)Cl ((S)-ethyl 2-tert-butoxy-2-(7-(4-chlorophenyl)-2-(2′-methoxy-2,3′-bipyridin-4-yl)-5-methylbenzo[d]thiazol-6-yl)acetate). The reactants are COC1=NC=CC=C1B1OC(C(O1)(C)C)(C)C (2-methoxy-3-(4,4,5,5-tetramethyl-1,3,2-dioxaborolan-2-yl)pyridine), C(C)(C)(C)O[C@H](C(=O)OCC)C1=C(C2=C(N=C(S2)C2=CC(=NC=C2)Cl)C=C1C)C1=CC=C(C=C1)Cl ((S)-ethyl 2-tert-butoxy-2-(7-(4-chlorophenyl)-2-(2-chloropyridin-4-yl)-5-methylbenzo[d]thiazol-6-yl)acetate), C([O-])([O-])=O.[K+].[K+] (potassium carbonate). The reactants are benzyl, C(C)OC([C@@H]([C@@H](N)C1=CC=CC=C1)O)=O ((2R,3S)-3-phenylisoserine ethyl ester), [OH-].[Li+] (Lithium hydroxide), alkali hydroxide, Cl (HCl), formula 8, N--CBZ, C(C)OC([C@@H]([C@@H](N)C1=CC=CC=C1)O)=O ((2R,3S)-3-phenylisoserine ethyl ester), C(C)O.O (ethanol water). Run at time 3 hour. Product: C(OCC1=CC=CC=C1)Cl (BOM-Cl). As a reaction SMILES: C(OC(=O)[C@H](O)[C@H:6]([C:8]1[CH:13]=[CH:12][CH:11]=[CH:10][CH:9]=1)N)C.[OH-].[Li+].[ClH:18].[CH2:19]([OH:21])C.O>>[CH2:19]([Cl:18])[O:21][CH2:6][C:8]1[CH:9]=[CH:10][CH:11]=[CH:12][CH:13]=1 |f:1.2,4.5|. Reported procedure: In either instance, the resulting protected (2R,3S)-3-phenylisoserine ethyl ester compound of formula 8 may simply be converted to the N--CBZ protected C-2' O-BOM-protected (2R,3S) phenylisoserine intermediate hydroxyl by the reaction: ##STR15## Here, the protected (2R,3S)-3-phenylisoserine ethyl ester is dissolved in ethanol/water (ratio 8:1). Lithium hydroxide (or other suitable alkali hydroxide) is added to the solution and the resulting mixture stirred for approximately three hours in order ... Reactants: COC=1C=C(CN2C(N(C3=CC=C(C=C3C2=O)I)C2CCOCC2)=O)C=CC1OC (3-(3,4-dimethoxybenzyl)-6-iodo-1-(tetrahydro-2H-pyran-4-yl)-quinazoline-2,4(1H,3H)-dione), C(CCC)[Sn](C(=C)OCC)(CCCC)CCCC (tributyl(1-ethoxyvinyl)tin). The reagents and catalysts are C=1C=CC(=CC1)[P](C=2C=CC=CC2)(C=3C=CC=CC3)[Pd]([P](C=4C=CC=CC4)(C=5C=CC=CC5)C=6C=CC=CC6)([P](C=7C=CC=CC7)(C=8C=CC=CC8)C=9C=CC=CC9)[P](C=1C=CC=CC1)(C=1C=CC=CC1)C=1C=CC=CC1 (Pd(PPh3)4). The solvent is C1(=CC=CC=C1)C (toluene). Conditions: temperature 130 celsius, time 48 hour. Yields the product C(C)(=O)C=1C=C2C(N(C(N(C2=CC1)C1CCOCC1)=O)CC1=CC(=C(C=C1)OC)OC)=O (6-acetyl-3-(3,4-dimethoxybenzyl)-1-(tetrahydro-2H-pyran-4-yl)quinazoline-2,4(1H,3H)-dione). As a reaction SMILES: [CH3:1][O:2][C:3]1[CH:4]=[C:5]([CH:26]=[CH:27][C:28]=1[O:29][CH3:30])[CH2:6][N:7]1[C:16](=[O:17])[C:15]2[C:10](=[CH:11][CH:12]=[C:13](I)[CH:14]=2)[N:9]([CH:19]2[CH2:24][CH2:23][O:22][CH2:21][CH2:20]2)[C:8]1=[O:25].C([Sn](CCCC)(CCCC)[C:36]([O:38]CC)=[CH2:37])CCC>C1(C)C=CC=CC=1.C1C=CC([P]([Pd]([P](C2C=CC=CC=2)(C2C=CC=CC=2)C2C=CC=CC=2)([P](C2C=CC=CC=2)(C2C=CC=CC=2)C2C=CC=CC=2)[P](C2C=CC=CC=2)(C2C=CC=CC=2)C2C=CC=CC=2)(C2C=CC=CC=2)C2C=CC=CC=2)=CC=1>[C:36]([C:13]1[CH:14]=[C:15]2[C:10](=[CH:11][CH:12]=1)[N:9]([CH:19]1[CH2:20][CH2:21][O:22][CH2:23][CH2:24]1)[C:8](=[O:25])[N:7]([CH2:6][C:5]1[CH:26]=[CH:27][C:28]([O:29][CH3:30])=[C:3]([O:2][CH3:1])[CH:4]=1)[C:16]2=[O:17])(=[O:38])[CH3:37] |^1:59,61,80,99|. Procedure details: A mixture of 1 g of 3-(3,4-dimethoxybenzyl)-6-iodo-1-(tetrahydro-2H-pyran-4-yl)-quinazoline-2,4(1H,3H)-dione, 1.3 ml of tributyl(1-ethoxyvinyl)tin and 0.04 g of Pd(PPh3)4 in 20 ml of toluene is heated for 1 hour at 130° C. and then stirred for 48 hours at room temperature. The solvent is evaporated off under reduced pressure. The residue is taken up in EtOAc and washed four times with 4N HCl and then with water. The organic phase is dried over Na2SO4, filtered and evaporated under reduced pressu... The reactants are CN1N=CC(=C1C(NC1=CC=2N(C=C1)N=C(N2)N2CCCC2)=O)C(=O)O (1-methyl-5-(2-(pyrrolidin-1-yl)-[1,2,4]triazolo[1,5-a]pyridin-7-ylcarbamoyl)-1H-pyrazole-4-carboxylic acid), N1CCC1 (azetidine), CCCP(=O)=O (propylphosphonic anhydride), C(C)(C)N(C(C)C)CC (N,N-diisopropylethylamine). Solvent: O1CCCC1 (tetrahydrofuran). Run at time 18 hour. The product is N1(CCCC1)C1=NN2C(C=C(C=C2)NC(=O)C=2N(N=CC2C(=O)N2CCC2)C)=N1 (4-(azetidine-1-carbonyl)-2-methyl-2H-pyrazole-3-carboxylic acid (2-pyrrolidin-1-yl-[1,2,4]triazolo[1,5-a]pyridin-7-yl)-amide). The yield is 81.7%. As a reaction SMILES: [CH3:1][N:2]1[C:6]([C:7](=[O:23])[NH:8][C:9]2[CH:14]=[CH:13][N:12]3[N:15]=[C:16]([N:18]4[CH2:22][CH2:21][CH2:20][CH2:19]4)[N:17]=[C:11]3[CH:10]=2)=[C:5]([C:24](O)=[O:25])[CH:4]=[N:3]1.[NH:27]1[CH2:30][CH2:29][CH2:28]1.CCCP(=O)=O.C(N(CC)C(C)C)(C)C>O1CCCC1>[N:18]1([C:16]2[N:17]=[C:11]3[CH:10]=[C:9]([NH:8][C:7]([C:6]4[N:2]([CH3:1])[N:3]=[CH:4][C:5]=4[C:24]([N:27]4[CH2:30][CH2:29][CH2:28]4)=[O:25])=[O:23])[CH:14]=[CH:13][N:12]3[N:15]=2)[CH2:19][CH2:20][CH2:21][CH2:22]1. Reported procedure: A mixture of 1-methyl-5-(2-(pyrrolidin-1-yl)-[1,2,4]triazolo[1,5-a]pyridin-7-ylcarbamoyl)-1H-pyrazole-4-carboxylic acid (150 mg, 422 μmol), azetidine (85.4 μl, 1.27 mmol), propylphosphonic anhydride (50% in ethyl acetate, 622 μl, 1.06 mmol) and N,N-diisopropylethylamine (287 μl, 1.69 mmol) in tetrahydrofuran (6 ml) was stirred for 18 hours at 70°. The solvent was evaporated, the residue was triturated with sodium hydrogencarbonate solution. The precipitated solid was filtered off, washed with wa... The reactants are C(C1=CC=NC=C1)(=O)NN (isonicotinic acid hydrazide), C(C(=O)Cl)(=O)Cl (Oxalylchloride), ClC=1C=C(C=CC1)C=1N=NN(N1)C(CC(=O)NC)C (3-[5-(3-chlorophenyl)-2H-tetrazol-2-yl]-N-methylbutanamide), N1=C(C=CC=C1C)C (2,6-lutidine). Solvent: C(Cl)Cl (DCM). Reaction conditions: temperature 0 celsius, time 1 hour. Product: ClC=1C=C(C=CC1)C=1N=NN(N1)C(CC=1N(C(=NN1)C1=CC=NC=C1)C)C (4-(5-{2-[5-(3-chlorophenyl)-2H-tetrazol-2-yl]propyl}-4-methyl-4H-1,2,4-triazol-3-yl)pyridine). Isolated yield 1.6%. Reaction SMILES: C(Cl)(=O)C(Cl)=O.[Cl:7][C:8]1[CH:9]=[C:10]([C:14]2[N:15]=[N:16][N:17]([CH:19]([CH3:25])[CH2:20][C:21]([NH:23][CH3:24])=O)[N:18]=2)[CH:11]=[CH:12][CH:13]=1.N1C(C)=CC=CC=1C.[C:34]([NH:42][NH2:43])(=O)[C:35]1[CH:40]=[CH:39][N:38]=[CH:37][CH:36]=1>C(Cl)Cl>[Cl:7][C:8]1[CH:9]=[C:10]([C:14]2[N:15]=[N:16][N:17]([CH:19]([CH3:25])[CH2:20][C:21]3[N:23]([CH3:24])[C:34]([C:35]4[CH:40]=[CH:39][N:38]=[CH:37][CH:36]=4)=[N:42][N:43]=3)[N:18]=2)[CH:11]=[CH:12][CH:13]=1. Procedure details: Oxalylchloride (2M in DCM, 0.28 mL, 0.55 mmol) was dropwise added during 5 minutes to a solution of 3-[5-(3-chlorophenyl)-2H-tetrazol-2-yl]-N-methylbutanamide (140 mg, 0.5 mmol) and 2,6-lutidine (0.12 mL, 1 mmol) in DCM (5 mL) at 0° C. The mixture was stirred at 0° C. for 1 h and isonicotinic acid hydrazide (103 mg, 0.75 mmol) was added. DCM was evaporated after 4 h stirring at r.t. Sat. aq. NaHCO3 (10 mL) was added to the residue and the mixture was refluxed for 16 h. The reaction was allowed t... The reactants are C(C=C)OC1=NC2=CC=C(C=C2C(=C1C#N)C1=CC(=CC=C1)F)OC (2-(allyloxy)-4-(3-fluorophenyl)-6-methoxyquinoline-3-carbonitrile), C[N+]1(CCOCC1)[O-] (N-methylmorpholine N-oxide), CC(C)(C)O.C1CCOC1.O (tBuOH THF water). The reagents and catalysts are O=[Os](=O)(=O)=O (OsO4). Run in O (water), CCOC(=O)C (EtOAc). Reaction conditions: time 18 hour. The product is OC(COC1=NC2=CC=C(C=C2C(=C1C#N)C1=CC(=CC=C1)F)OC)CO ((±)-2-(2,3-Dihydroxypropoxy)-4-(3-fluorophenyl)-6-methoxyquinoline-3-carbonitrile). RXN SMILES: [CH2:1]([O:4][C:5]1[C:14]([C:15]#[N:16])=[C:13]([C:17]2[CH:22]=[CH:21][CH:20]=[C:19]([F:23])[CH:18]=2)[C:12]2[C:7](=[CH:8][CH:9]=[C:10]([O:24][CH3:25])[CH:11]=2)[N:6]=1)[CH:2]=[CH2:3].C[N+]1([O-])CC[O:30]CC1.CC(O)(C)C.C1COCC1.[OH2:44]>O.CCOC(C)=O.O=[Os](=O)(=O)=O>[OH:44][CH:2]([CH2:3][OH:30])[CH2:1][O:4][C:5]1[C:14]([C:15]#[N:16])=[C:13]([C:17]2[CH:22]=[CH:21][CH:20]=[C:19]([F:23])[CH:18]=2)[C:12]2[C:7](=[CH:8][CH:9]=[C:10]([O:24][CH3:25])[CH:11]=2)[N:6]=1 |f:2.3.4|. Procedure: To a solution of 2-(allyloxy)-4-(3-fluorophenyl)-6-methoxyquinoline-3-carbonitrile (140 mg, 0.419 mmol) in 10 mL of tBuOH:THF:water (10:3:1) was added N-methylmorpholine N-oxide (49 mg, 0.42 mmol), followed by a solution of OsO4 (106 mg, 0.42 mmol) in water (ca. 0.5 mL). After stirring for 18 hours, the reaction was diluted with EtOAc, washed with saturated NaHCO3 solution, 10% citric acid solution and brine, and the organic layer was dried over Na2SO4, filtered, and concentrated in vacuo. The c... Reactants: CCc1cc[nH]c1, CCc1c[nH]c(C=O)c1. Product: CCc1cc[nH]c1C=O. As a reaction SMILES: [CH2:1]([CH3:2])[c:3]1[cH:4][nH:5][cH:6][cH:7]1.[CH:8](=[O:9])[c:10]1[nH:11][cH:12][c:13]([CH2:14][CH3:15])[cH:16]1>>[CH2:1]([CH3:2])[c:3]1[c:4]([CH:8]=[O:9])[nH:5][cH:6][cH:7]1.